describe an organic reaction: reactants, conditions, products, and yield From a dataset of the Open Reaction Database (ORD), a public repository of structured organic reaction records. Reactants: CN1CCOCC1, CCOC(C)=O, NCCNc1cccc([N+](=O)[O-])c1C(=O)O, CN(C)C=O, On1nnc2ccccc21. The product is O=C1NCCNc2cccc([N+](=O)[O-])c21. Reaction SMILES: [CH3:27][N:28]1[CH2:29][CH2:30][O:31][CH2:32][CH2:33]1.[CH3:39][CH2:40][O:41][C:42](=[O:43])[CH3:44].[NH2:1][CH2:2][CH2:3][NH:4][c:5]1[c:6]([C:7](=[O:8])[OH:9])[c:10]([N+:14](=[O:15])[O-:16])[cH:11][cH:12][cH:13]1.[O:34]=[CH:35][N:36]([CH3:37])[CH3:38].[OH:17][n:18]1[c:19]2[c:20]([cH:21][cH:22][cH:23][cH:24]2)[n:25][n:26]1>>[NH:1]1[CH2:2][CH2:3][NH:4][c:5]2[c:6]([c:10]([N+:14](=[O:15])[O-:16])[cH:11][cH:12][cH:13]2)[C:7]1=[O:8]. Starting materials: C1=CC(=CC=C1N)S(=O)(=O)[N-]C2=NC=CS2.[Na+] (Sulfathiazole sodium), CCCCCCCCCCCCC[N+](C)(C)CC=1C=CC=CC1 (benzalkonium), CCCCCCCCCCCCC[N+](C)(C)CC=1C=CC=CC1.[Cl-] (Benzalkonium chloride), C(Cl)(Cl)Cl (chloroform). The solvent is O (water), CS(=O)C (DMSO), O (water). The product is CCCCCCCCCCCCC[N+](C)(C)CC=1C=CC=CC1.C1=CC(=CC=C1N)S(=O)(=O)NC2=NC=CS2 (Benzalkonium Sulfathiazole). Yield: 50.0%. As a reaction SMILES: [CH3:1][CH2:2][CH2:3][CH2:4][CH2:5][CH2:6][CH2:7][CH2:8][CH2:9][CH2:10][CH2:11][CH2:12][CH2:13][N+:14]([CH2:17][C:18]1[CH:19]=[CH:20][CH:21]=[CH:22][CH:23]=1)([CH3:16])[CH3:15].[Cl-].[CH:25]1[C:30]([NH2:31])=[CH:29][CH:28]=[C:27]([S:32]([N-:35][C:36]2[S:40][CH:39]=[CH:38][N:37]=2)(=[O:34])=[O:33])[CH:26]=1.[Na+].C(Cl)(Cl)Cl.CCCCCCCCCCCCC[N+](CC1C=CC=CC=1)(C)C>O.CS(C)=O>[CH3:1][CH2:2][CH2:3][CH2:4][CH2:5][CH2:6][CH2:7][CH2:8][CH2:9][CH2:10][CH2:11][CH2:12][CH2:13][N+:14]([CH2:17][C:18]1[CH:19]=[CH:20][CH:21]=[CH:22][CH:23]=1)([CH3:16])[CH3:15].[CH:29]1[C:30]([NH2:31])=[CH:25][CH:26]=[C:27]([S:32]([NH:35][C:36]2[S:40][CH:39]=[CH:38][N:37]=2)(=[O:34])=[O:33])[CH:28]=1 |f:0.1,2.3,8.9|. Procedure details: Benzalkonium chloride (0.003 mol) was dissolved in 100 mL of distilled water by gentle stirring and heating. Sulfathiazole sodium (0.003 mol) was dissolved in 60 mL of distilled water by gentle stirring and heating. The two solutions were combined and the reaction mixture was stirred and heated for 1 h. The reaction mixture was cooled to room temperature and 60 mL of chloroform was added to the reaction mixture. The two phases were separated and the chloroform phase was washed several times with...